describe an organic reaction: reactants, conditions, products, and yield From a dataset of the Open Reaction Database (ORD), a public repository of structured organic reaction records. The reactants are CC(COC(F)(F)F)(C)C=1C=C(C=NC1)B(O)O ({5-[2-methyl-1-(trifluoromethoxy)-2-propanyl]-3-pyridinyl}boronic acid), C([O-])([O-])=O.[K+].[K+] (potassium carbonate), C(C)(C)(C)O (tert-butanol), BrC=1C=C2CCC=3N(C2=CC1)C=NN3 (7-bromo-4,5-dihydro[1,2,4]triazolo[4,3-a]quinoline). Reagents/catalysts: CC(C)(C)P(C1=CC=C(C=C1)N(C)C)C(C)(C)C.CC(C)(C)P(C1=CC=C(C=C1)N(C)C)C(C)(C)C.Cl[Pd]Cl (bis(di-tert-butyl(4-dimethylaminophenyl)phosphine)dichloropalladium(II)). Solvent: O (water). Conditions: temperature 80 celsius. The product is FC(C(=O)O)(F)F (trifluoroacetic acid), CC(COC(F)(F)F)(C)C=1C=C(C=NC1)C=1C=C2CCC=3N(C2=CC1)C=NN3 (7-{5-[2-methyl-1-(trifluoromethoxy)-2-propanyl]-3-pyridinyl}-4,5-dihydro[1,2,4]triazolo[4,3-a]quinoline). As a reaction SMILES: Br[C:2]1[CH:3]=[C:4]2[C:9](=[CH:10][CH:11]=1)[N:8]1[CH:12]=[N:13][N:14]=[C:7]1[CH2:6][CH2:5]2.[CH3:15][C:16]([C:24]1[CH:25]=[C:26](B(O)O)[CH:27]=[N:28][CH:29]=1)([CH3:23])[CH2:17][O:18][C:19]([F:22])([F:21])[F:20].[C:33](=O)([O-:35])[O-:34].[K+].[K+].C(O)(C)(C)C>CC(P(C(C)(C)C)C1C=CC(N(C)C)=CC=1)(C)C.CC(P(C(C)(C)C)C1C=CC(N(C)C)=CC=1)(C)C.Cl[Pd]Cl.O>[F:22][C:19]([F:20])([F:21])[C:33]([OH:35])=[O:34].[CH3:23][C:16]([C:24]1[CH:25]=[C:26]([C:2]2[CH:3]=[C:4]3[C:9](=[CH:10][CH:11]=2)[N:8]2[CH:12]=[N:13][N:14]=[C:7]2[CH2:6][CH2:5]3)[CH:27]=[N:28][CH:29]=1)([CH3:15])[CH2:17][O:18][C:19]([F:20])([F:21])[F:22] |f:2.3.4,6.7.8|. Reported procedure: To a vial containing the title compound from Example 22 Step B (50 mg, 0.200 mmol), the title compound from Example 64 Step C (63.1 mg, 0.240 mmol), bis(di-tert-butyl(4-dimethylaminophenyl)phosphine)dichloropalladium(II) (28.3 mg, 0.040 mmol) and potassium carbonate (83 mg, 0.600 mmol) were added tert-butanol (2.2 mL) and water (0.28 mL). The vial was capped tightly and heated to 80° C. overnight. The reaction was then cooled to room temperature and concentrated under reduced pressure. The resul...